From a dataset of the Open Reaction Database (ORD), a public repository of structured organic reaction records. describe an organic reaction: reactants, conditions, products, and yield Starting materials: Cl.N[C@@H](CS)C(=O)O (L-Cysteine hydrochloride), C(CCC)O (butanol). The solvent is Cl (HCl). Yields the product Cl.C(CCC)OC([C@@H](N)CS)=O (L-Cysteine butyl ester hydrochloride). Isolated yield 30.0%. RXN SMILES: [ClH:1].[NH2:2][C@H:3]([C:6]([OH:8])=[O:7])[CH2:4][SH:5].[CH2:9](O)[CH2:10][CH2:11][CH3:12]>Cl>[ClH:1].[CH2:9]([O:7][C:6](=[O:8])[C@H:3]([CH2:4][SH:5])[NH2:2])[CH2:10][CH2:11][CH3:12] |f:0.1,4.5|. Reported procedure: L-Cysteine hydrochloride (100 g) is dissolved in 250 ml of butanol saturated with dry HCl. The solution is heated under reflux for 4 hours. Excess solvent is evaporated and ethyl acetate (150 ml) is added to the residue. The crystals which form are recrystallized from ethyl acetate, mp 91° C., yield 30%, IR (KBr)1745 cm-1 ; NMR (CDCl3) δ9.2-3.4 (b, 3, NH3⊕), 4.7 (t, 1, --CH), 4.3 (t, 2, --OCH2 --), 3.3 (b, 2, CH2S), 1.0 (5, 3, --CH3), 1.0-3.0 (m, 4, --CH2CH2). The reactants are BrC1=CC=C(C=C1)F (4-bromofluorobenzene), C(C1=CC=CC=C1)N1C=NC=C1C=O (1-benzyl-5-imidazolecarbaldehyde). Product: C(C1=CC=CC=C1)N1C=NC=C1C(O)C1=CC=C(C=C1)F (1-benzyl-5-[1-(4-fluorophenyl)-1-hydroxymethyl]-1H-imidazole). Isolated yield 94.0%. RXN SMILES: Br[C:2]1[CH:7]=[CH:6][C:5]([F:8])=[CH:4][CH:3]=1.[CH2:9]([N:16]1[C:20]([CH:21]=[O:22])=[CH:19][N:18]=[CH:17]1)[C:10]1[CH:15]=[CH:14][CH:13]=[CH:12][CH:11]=1>>[CH2:9]([N:16]1[C:20]([CH:21]([C:2]2[CH:7]=[CH:6][C:5]([F:8])=[CH:4][CH:3]=2)[OH:22])=[CH:19][N:18]=[CH:17]1)[C:10]1[CH:11]=[CH:12][CH:13]=[CH:14][CH:15]=1. Procedure details: Grignard reaction of 4-bromofluorobenzene and 1-benzyl-5-imidazolecarbaldehyde is performed analogously to Example 7 a). The product is crystallized as hydrochloride salt from ethylacetate. Yield 94%. Starting materials: N1=CC(=CC=C1)C1=CC=C(S1)CO ((5-pyridin-3-yl-thiophen-2-yl)-methanol), CC(=O)OI1(C2=CC=CC=C2C(=O)O1)(OC(=O)C)OC(=O)C (1,1,1-triacetoxy-1,1-dihydro-1,2-benziodoxol-3(1H)-one). Run at time 4 hour. Product: N1=CC(=CC=C1)C1=CC=C(S1)C=O (5-Pyridin-3-yl-thiophene-2-carbaldehyde). Yield: 56.1%. As a reaction SMILES: [N:1]1[CH:6]=[CH:5][CH:4]=[C:3]([C:7]2[S:11][C:10]([CH2:12][OH:13])=[CH:9][CH:8]=2)[CH:2]=1.CC(OI1(OC(C)=O)(OC(C)=O)OC(=O)C2C1=CC=CC=2)=O>>[N:1]1[CH:6]=[CH:5][CH:4]=[C:3]([C:7]2[S:11][C:10]([CH:12]=[O:13])=[CH:9][CH:8]=2)[CH:2]=1. Procedure: To a solution of (5-pyridin-3-yl-thiophen-2-yl)-methanol (144 mg in 7.5 mL dry methylene chloride) was added 327 mg of the 1,1,1-triacetoxy-1,1-dihydro-1,2-benziodoxol-3(1H)-one and the mixture stirred at room temperature. After 4 hours, the reaction was quenched by addition of a mixture of saturated sodium bicarbonate and saturated sodium thiosulfite (1:1) and extracted with diethyl ether. The aqueous portion was extracted further with methylene chloride and the combined organics then washed wi... The reactants are C(CCS)S (1,3-propanedithiol), 3-N, [OH-].[Na+] (sodium hydroxide), Cl.COC=1C=C(C=CC1OC)C(CCCN(CC1=CC(OC)=C(OC)C=C1)C)=O (3', 4'-dimethoxy-4-(methylveratrylamino)butyrophenone hydrochloride), Cl (Hydrogen chloride), O (water). The solvent is C(Cl)(Cl)Cl (chloroform). Run at time 24 hour. Product: C(C(=O)O)(=O)O.COC=1C=C(C=CC1OC)C1(SCCCS1)CCCN(CC1=CC(OC)=C(OC)C=C1)C (2-(3,4-dimethoxyphenyl)-N-methyl-N-veratryl-m-dithiane-2-propylamine oxalate). RXN SMILES: Cl.[CH3:2][O:3][C:4]1[CH:5]=[C:6]([C:12](=O)[CH2:13][CH2:14][CH2:15][N:16]([CH3:28])[CH2:17][C:18]2[CH:27]=[CH:26][C:23]([O:24][CH3:25])=[C:20]([O:21][CH3:22])[CH:19]=2)[CH:7]=[CH:8][C:9]=1[O:10][CH3:11].[CH2:30]([SH:34])[CH2:31][CH2:32][SH:33].Cl.[OH-:36].[Na+].[OH2:38]>C(Cl)(Cl)Cl>[C:23]([OH:24])(=[O:38])[C:20]([OH:36])=[O:21].[CH3:2][O:3][C:4]1[CH:5]=[C:6]([C:12]2([CH2:13][CH2:14][CH2:15][N:16]([CH3:28])[CH2:17][C:18]3[CH:27]=[CH:26][C:23]([O:24][CH3:25])=[C:20]([O:21][CH3:22])[CH:19]=3)[S:34][CH2:30][CH2:31][CH2:32][S:33]2)[CH:7]=[CH:8][C:9]=1[O:10][CH3:11] |f:0.1,4.5,8.9|. Procedure details: 10 g of 3', 4'-dimethoxy-4-(methylveratrylamino)butyrophenone hydrochloride are dissolved in 50 ml of chloroform and treated with 3.25 g of 1,3-propanedithiol. Hydrogen chloride is conducted into the mixture at room temperature. After standing for 24 hours, the mixture is poured on to water, made basic with 3-N sodium hydroxide and extracted with ether. After drying and evaporation of the solvent, the oily residue is dissolved in acetone and treated with an equivalent amount of anhydrous oxalic ... The reactants are [BH4-], C1CCOC1, CO, O=Cc1cc(C(=O)NOCCO)c(Nc2ccc(I)cc2F)c(F)c1F, NCCCN, [Na+]. Product: NCCCNCc1cc(C(=O)NOCCO)c(Nc2ccc(I)cc2F)c(F)c1F. As a reaction SMILES: [BH4-:32].[CH2:34]1[O:35][CH2:36][CH2:37][CH2:38]1.[CH3:39][OH:40].[F:1][c:2]1[c:3]([NH:18][c:19]2[c:20]([F:26])[cH:21][c:22]([I:25])[cH:23][cH:24]2)[c:4]([C:5](=[O:6])[NH:7][O:8][CH2:9][CH2:10][OH:11])[cH:12][c:13]([CH:16]=[O:17])[c:14]1[F:15].[NH2:27][CH2:28][CH2:29][CH2:30][NH2:31].[Na+:33]>>[F:1][c:2]1[c:3]([NH:18][c:19]2[c:20]([F:26])[cH:21][c:22]([I:25])[cH:23][cH:24]2)[c:4]([C:5](=[O:6])[NH:7][O:8][CH2:9][CH2:10][OH:11])[cH:12][c:13]([CH2:16][NH:31][CH2:30][CH2:29][CH2:28][NH2:27])[c:14]1[F:15]. Reactants: O=C(c1ncc[nH]1)c1ncc[nH]1, Cc1ccc(S(=O)(=O)NCCc2cccc(OCC(=O)O)c2)cc1, O=C(O)CCCOc1cccc(CCNS(=O)(=O)c2ccc(Cl)cc2)c1, O=[N+]([O-])c1ccc(O)cc1, NCc1ccccc1. The product is Cc1ccc(S(=O)(=O)NCCc2cccc(OCC(=O)NCc3ccccc3)c2)cc1. RXN SMILES: [C:51]([c:52]1[nH:53][cH:54][cH:55][n:56]1)([c:57]1[nH:58][cH:59][cH:60][n:61]1)=[O:62].[CH3:1][c:2]1[cH:3][cH:4][c:5]([S:8](=[O:9])(=[O:10])[NH:11][CH2:12][CH2:13][c:14]2[cH:15][c:16]([O:17][CH2:18][C:19](=[O:20])[OH:21])[cH:22][cH:23][cH:24]2)[cH:6][cH:7]1.[Cl:25][c:26]1[cH:27][cH:28][c:29]([S:30]([NH:31][CH2:32][CH2:33][c:34]2[cH:35][c:36]([O:40][CH2:41][CH2:42][CH2:43][C:44]([OH:45])=[O:46])[cH:37][cH:38][cH:39]2)(=[O:47])=[O:48])[cH:49][cH:50]1.[N+:63]([c:64]1[cH:65][cH:66][c:67]([OH:68])[cH:69][cH:70]1)([O-:71])=[O:72].[NH2:73][CH2:74][c:75]1[cH:76][cH:77][cH:78][cH:79][cH:80]1>>[CH3:1][c:2]1[cH:3][cH:4][c:5]([S:8](=[O:9])(=[O:10])[NH:11][CH2:12][CH2:13][c:14]2[cH:15][c:16]([O:17][CH2:18][C:19](=[O:21])[NH:73][CH2:74][c:75]3[cH:76][cH:77][cH:78][cH:79][cH:80]3)[cH:22][cH:23][cH:24]2)[cH:6][cH:7]1.